This data is from the Open Reaction Database (ORD), a public repository of structured organic reaction records. The task is: describe an organic reaction: reactants, conditions, products, and yield The reactants are CO, CC(Cc1cccc([N+](=O)[O-])c1)(NC=O)c1ccccc1. The product is CC(Cc1cccc(N)c1)(NC=O)c1ccccc1. RXN SMILES: [CH3:22][OH:23].[CH:1](=[O:2])[NH:3][C:4]([CH2:5][c:6]1[cH:7][c:8]([N+:12]([O-:13])=[O:14])[cH:9][cH:10][cH:11]1)([CH3:15])[c:16]1[cH:17][cH:18][cH:19][cH:20][cH:21]1>>[CH:1](=[O:2])[NH:3][C:4]([CH2:5][c:6]1[cH:7][c:8]([NH2:12])[cH:9][cH:10][cH:11]1)([CH3:15])[c:16]1[cH:17][cH:18][cH:19][cH:20][cH:21]1. Reactants: CCO, CI, Oc1ccc2ccncc2c1. The product is CI, c1ccc2cnccc2c1. As a reaction SMILES: [CH3:14][CH2:15][OH:16].[I:1][CH3:2].[OH:3][c:4]1[cH:5][cH:6][c:7]2[cH:8][cH:9][n:10][cH:11][c:12]2[cH:13]1>>[I:1][CH3:2].[cH:4]1[cH:5][cH:6][c:7]2[cH:8][cH:9][n:10][cH:11][c:12]2[cH:13]1. Reactants: O=C1CCN(CCC1)C(=O)OCC (ethyl hexahydro-4-oxoazepine-1-carboxylate), C(CO)O (1,2-ethane-diol). Reagents/catalysts: C1(=CC=C(C=C1)S(=O)(=O)O)C (p-toluenesulfonic acid). The solvent is C1(=CC=CC=C1)C (toluene). The product is O1CCOC12CCN(CCC2)C(=O)OCC (ethyl 1,4-dioxa-8-azaspiro[4.6]undecane-8-carboxylate). Isolated yield 106.2%. RXN SMILES: [O:1]=[C:2]1[CH2:8][CH2:7][CH2:6][N:5]([C:9]([O:11][CH2:12][CH3:13])=[O:10])[CH2:4][CH2:3]1.[CH2:14](O)[CH2:15][OH:16]>C1(C)C=CC=CC=1.C1(C)C=CC(S(O)(=O)=O)=CC=1>[O:16]1[C:2]2([CH2:8][CH2:7][CH2:6][N:5]([C:9]([O:11][CH2:12][CH3:13])=[O:10])[CH2:4][CH2:3]2)[O:1][CH2:14][CH2:15]1. Reported procedure: A mixture of ethyl hexahydro-4-oxoazepine-1-carboxylate (0.585 mol), 1,2-ethane-diol (0.585 mol) and p-toluenesulfonic acid (0.0058 mol) in toluene (800 ml) was stirred and refluxed overnight, using a water separator (10.5 ml was separated). The solvent was evaporated, yielding 142.5 g of ethyl 1,4-dioxa-8-azaspiro[4.6]undecane-8-carboxylate (intermediate 4). Starting materials: FC1=C(C=C(C=C1)[N+](=O)[O-])C=1OC2=C(N1)C=C(C=C2)C2=CC=CC=C2 (2-(2-fluoro-5-nitrophenyl)-5-phenylbenzoxazole), C(CCC)N (butylamine). The product is [N+](=O)([O-])C=1C=CC(=C(C1)C=1OC2=C(N1)C=C(C=C2)C2=CC=CC=C2)NCCCC (2-(5-Nitro-2-butylaminophenyl)-5-phenylbenzoxazole). As a reaction SMILES: F[C:2]1[CH:7]=[CH:6][C:5]([N+:8]([O-:10])=[O:9])=[CH:4][C:3]=1[C:11]1[O:12][C:13]2[CH:19]=[CH:18][C:17]([C:20]3[CH:25]=[CH:24][CH:23]=[CH:22][CH:21]=3)=[CH:16][C:14]=2[N:15]=1.[CH2:26]([NH2:30])[CH2:27][CH2:28][CH3:29]>>[N+:8]([C:5]1[CH:6]=[CH:7][C:2]([NH:30][CH2:26][CH2:27][CH2:28][CH3:29])=[C:3]([C:11]2[O:12][C:13]3[CH:19]=[CH:18][C:17]([C:20]4[CH:25]=[CH:24][CH:23]=[CH:22][CH:21]=4)=[CH:16][C:14]=3[N:15]=2)[CH:4]=1)([O-:10])=[O:9]. Procedure: Prepared by the method of Example 54a), from 2-(2-fluoro-5-nitrophenyl)-5-phenylbenzoxazole (200 mg, 0.60 mmol), and butylamine (2 ml) the subtitle compound was obtained (563 mg, 100%). MS 388 m/z (M+H)+. Reactants: OC(CCCN(C(C)=O)CCCCCCC(=O)O)CCCCC (7-[N-(4-hydroxynonyl)acetamido]-heptanoic acid), C(C)(=O)OC(C)=O (acetic anhydride). Solvent: C(C)OCC (ethyl ether). Run at temperature 60 celsius. The product is C(C)(=O)OC(CCCN(C(C)=O)CCCCCCC(=O)O)CCCCC (7-[N-(4-acetoxynonyl)acetamido]heptanoic acid). Reaction SMILES: [OH:1][CH:2]([CH2:19][CH2:20][CH2:21][CH2:22][CH3:23])[CH2:3][CH2:4][CH2:5][N:6]([CH2:10][CH2:11][CH2:12][CH2:13][CH2:14][CH2:15][C:16]([OH:18])=[O:17])[C:7](=[O:9])[CH3:8].[C:24](OC(=O)C)(=[O:26])[CH3:25]>C(OCC)C>[C:24]([O:1][CH:2]([CH2:19][CH2:20][CH2:21][CH2:22][CH3:23])[CH2:3][CH2:4][CH2:5][N:6]([CH2:10][CH2:11][CH2:12][CH2:13][CH2:14][CH2:15][C:16]([OH:18])=[O:17])[C:7](=[O:9])[CH3:8])(=[O:26])[CH3:25]. Reported procedure: A mixture of 7-[N-(4-hydroxynonyl)acetamido]-heptanoic acid (9.8 g., 0.03 mole) (Example 1, Step C) and acetic anhydride (6.1 g., 0.06 mole) is heated at 60° C. for 18 hours. The mixture is cooled and taken up in 80 ml. of ethyl ether. The solution is extracted with and ice-cold solution of 8 g. of sodium hydroxide in 150 ml. of water. The basic solution is separated and acidified with concentrated hydrochloric acid. The crude product that separates is extracted into ether, washed with water and... Reaction SMILES: [CH2:25]1[CH2:28][CH2:27][CH2:26][O:29]1.[CH:30]12[CH2:31][CH2:32][CH2:33][CH:34]([BH:35]1)[CH2:36][CH2:37][CH2:38]2.[c:1]1([P:7](=[O:8])([CH:9]2[C:10](=[CH2:18])[CH:11]3[C:12]([CH3:16])([CH3:17])[CH:13]([CH2:14]2)[CH2:15]3)[c:19]2[cH:20][cH:21][cH:22][cH:23][cH:24]2)[cH:2][cH:3][cH:4][cH:5][cH:6]1>>[c:1]1([P:7](=[O:8])([CH:9]2[CH:10]([CH2:18][OH:29])[CH:11]3[C:12]([CH3:16])([CH3:17])[CH:13]([CH2:14]2)[CH2:15]3)[c:19]2[cH:20][cH:21][cH:22][cH:23][cH:24]2)[cH:2][cH:3][cH:4][cH:5][cH:6]1. Reactants: C1CCOC1, B1C2CCCC1CCC2, C=C1C2CC(CC1P(=O)(c1ccccc1)c1ccccc1)C2(C)C. The product is CC1(C)C2CC1C(CO)C(P(=O)(c1ccccc1)c1ccccc1)C2. Reactants: CCN1C=C(C(=O)C2=C1N=C(C(=C2)F)N3CCNCC3)C(=O)O (AT-2266), AT-2266.trihydrate, Cl (hydrochloric acid). Yields the product CCN1C=C(C(=O)C2=C1N=C(C(=C2)F)N3CCNCC3)C(=O)O.Cl (AT-2266.hydrochloride). Reaction SMILES: [CH3:1][CH2:2][N:3]1[C:9]2[N:10]=[C:11]([N:15]3[CH2:20][CH2:19][NH:18][CH2:17][CH2:16]3)[C:12]([F:14])=[CH:13][C:8]=2[C:6](=[O:7])[C:5]([C:21]([OH:23])=[O:22])=[CH:4]1.[ClH:24]>>[CH3:1][CH2:2][N:3]1[C:9]2[N:10]=[C:11]([N:15]3[CH2:16][CH2:17][NH:18][CH2:19][CH2:20]3)[C:12]([F:14])=[CH:13][C:8]=2[C:6](=[O:7])[C:5]([C:21]([OH:23])=[O:22])=[CH:4]1.[ClH:24] |f:2.3|. Procedure: The anhydrous AT-2266 prepared by Reference Example 2 or the AT-2266.trihydrate prepared by Reference Example 3 was dissolved in 5% hydrochloric acid and the solution was concentrated to dryness under reduced pressure. The residue was recrystallized from water to give the AT-2266.hydrochloride, mp above 300° C. (dec.). The reactants are NN1CCN(S(=O)(=O)c2ccc3cc(Cl)ccc3c2)CC1=O, CN(C)C=O, On1nnc2ccccc21, O=C(O)C1CCN(c2ccncc2)CC1. Product: O=C(NN1CCN(S(=O)(=O)c2ccc3cc(Cl)ccc3c2)CC1=O)C1CCN(c2ccncc2)CC1. RXN SMILES: [NH2:26][N:27]1[C:28](=[O:47])[CH2:29][N:30]([S:33](=[O:34])(=[O:35])[c:36]2[cH:37][c:38]3[cH:39][cH:40][c:41]([Cl:46])[cH:42][c:43]3[cH:44][cH:45]2)[CH2:31][CH2:32]1.[O:48]=[CH:49][N:50]([CH3:51])[CH3:52].[OH:16][n:17]1[c:18]2[c:19]([cH:20][cH:21][cH:22][cH:23]2)[n:24][n:25]1.[n:1]1[cH:2][cH:3][c:4]([N:7]2[CH2:8][CH2:9][CH:10]([C:13](=[O:14])[OH:15])[CH2:11][CH2:12]2)[cH:5][cH:6]1>>[n:1]1[cH:2][cH:3][c:4]([N:7]2[CH2:8][CH2:9][CH:10]([C:13](=[O:15])[NH:26][N:27]3[C:28](=[O:47])[CH2:29][N:30]([S:33](=[O:34])(=[O:35])[c:36]4[cH:37][c:38]5[cH:39][cH:40][c:41]([Cl:46])[cH:42][c:43]5[cH:44][cH:45]4)[CH2:31][CH2:32]3)[CH2:11][CH2:12]2)[cH:5][cH:6]1. The reactants are [H][H] (hydrogen), C1(=CC=CC=C1)CNC1CCN(CCC1)C(=O)OCC (ethyl hexahydro-4-[(phenylmethyl)amino]-1H-azepine-1-carboxylate), S1C=CC=C1 (thiophene). The reagents and catalysts are [Pd] (palladium-on-charcoal). Solvent: CO (methanol). The product is 46.9, NC1CCN(CCC1)C(=O)OCC (ethyl 4-aminohexahydro-1H-azepine-1-carboxylate). Yield: 100.0%. RXN SMILES: C1(C[NH:8][CH:9]2[CH2:15][CH2:14][CH2:13][N:12]([C:16]([O:18][CH2:19][CH3:20])=[O:17])[CH2:11][CH2:10]2)C=CC=CC=1.S1C=CC=C1.[H][H]>CO.[Pd]>[NH2:8][CH:9]1[CH2:15][CH2:14][CH2:13][N:12]([C:16]([O:18][CH2:19][CH3:20])=[O:17])[CH2:11][CH2:10]1. Reported procedure: 69.1 Parts of ethyl hexahydro-4-[(phenylmethyl)amino]-1H-azepine-1-carboxylate were hydrogenated in the prescence of a solution of thiophene in methanol at normal pressure and at room temperature with 4 parts of palladium-on-charcoal catalyst 10%. After the calculated amount of hydrogen was taken up, the catalyst was filtered off and the filtrate was evaporated, yielding 46.9 parts (100%) of ethyl 4-aminohexahydro-1H-azepine-1-carboxylate as a residue (interm. 28).